From a dataset of the Open Reaction Database (ORD), a public repository of structured organic reaction records. describe an organic reaction: reactants, conditions, products, and yield Reagents/catalysts: CN(C)C=1C=CN=CC1 (DMAP). The solvent is C(Cl)Cl (DCM). Procedure: A mixture of 41.1 g (274 mmol) 4-carboxybenzaldehyde, 50 g (274 mmol) 1,1,1,3,3,3-hexafluoro-2-methyl-2-propanol, and 33.4 g (274 mmol) DMAP in 700 mL DCM was stirred until homogeneous (approximately 0.5 hr). The solution was cooled over an ice bath, under Ar, and 52.3 g (274 mmol) EDCI was added portion-wise. The reaction was stirred at RT for 48 hr. and concentrated to an oil on the rotovap. The oil was taken up with EA and washed with water, 2× with dil. Citric acid, 2× with dil. Sodium bicar... RXN SMILES: [C:1]([C:4]1[CH:11]=[CH:10][C:7]([CH:8]=[O:9])=[CH:6][CH:5]=1)([OH:3])=[O:2].[F:12][C:13]([F:22])([F:21])[C:14]([CH3:20])(O)[C:15]([F:18])([F:17])[F:16].CCN=C=NCCCN(C)C>CN(C1C=CN=CC=1)C.C(Cl)Cl>[CH:8]([C:7]1[CH:10]=[CH:11][C:4]([C:1]([O:3][C:14]([CH3:20])([C:15]([F:18])([F:17])[F:16])[C:13]([F:22])([F:21])[F:12])=[O:2])=[CH:5][CH:6]=1)=[O:9]. Product: C(=O)C1=CC=C(C(=O)OC(C(F)(F)F)(C(F)(F)F)C)C=C1 (1,1,1,3,3,3-hexafluoro-2-methylpropan-2-yl 4-formylbenzoate). Run at time 0.5 hour. Reactants: C(=O)(O)C1=CC=C(C=O)C=C1 (4-carboxybenzaldehyde), FC(C(C(F)(F)F)(O)C)(F)F (1,1,1,3,3,3-hexafluoro-2-methyl-2-propanol), CCN=C=NCCCN(C)C (EDCI). Reactants: O=C([O-])[O-], O=C(Nc1ccc(Cl)cc1)c1cccc2cc(O)ccc12, COc1cc2nccc(Cl)c2cc1OC, [Cs+], [Cs+], CN(C)C=O. Yields the product COc1cc2nccc(Oc3ccc4c(C(=O)Nc5ccc(Cl)cc5)cccc4c3)c2cc1OC. As a reaction SMILES: [C:22](=[O:23])([O-:24])[O-:25].[Cl:1][c:2]1[cH:3][cH:4][c:5]([NH:8][C:9](=[O:10])[c:11]2[cH:12][cH:13][cH:14][c:15]3[cH:16][c:17]([OH:21])[cH:18][cH:19][c:20]23)[cH:6][cH:7]1.[Cl:28][c:29]1[cH:30][cH:31][n:32][c:33]2[cH:34][c:35]([O:41][CH3:42])[c:36]([O:39][CH3:40])[cH:37][c:38]12.[Cs+:26].[Cs+:27].[O:43]=[CH:44][N:45]([CH3:46])[CH3:47]>>[Cl:1][c:2]1[cH:3][cH:4][c:5]([NH:8][C:9](=[O:10])[c:11]2[cH:12][cH:13][cH:14][c:15]3[cH:16][c:17]([O:21][c:29]4[cH:30][cH:31][n:32][c:33]5[cH:34][c:35]([O:41][CH3:42])[c:36]([O:39][CH3:40])[cH:37][c:38]45)[cH:18][cH:19][c:20]23)[cH:6][cH:7]1. The reactants are C=C(C)[Mg]Br (prop-1-en-2-ylmagnesium bromide), B(OC(C)C)(OC(C)C)OC(C)C (triisopropyl borate), FC1=CC=C(C=C1)C1=C(C=2C(=NC(=C(C2)I)NS(=O)(=O)C)O1)C(=O)NC (2-(4-Fluorophenyl)-5-iodo-N-methyl-6-(methylsulfonamido)furo[2,3-b]pyridine-3-carboxamide), C(=O)([O-])[O-].[K+].[K+] (K2CO3). The reagents and catalysts are C=1C=CC(=CC1)[P](C=2C=CC=CC2)(C=3C=CC=CC3)[Pd]([P](C=4C=CC=CC4)(C=5C=CC=CC5)C=6C=CC=CC6)([P](C=7C=CC=CC7)(C=8C=CC=CC8)C=9C=CC=CC9)[P](C=1C=CC=CC1)(C=1C=CC=CC1)C=1C=CC=CC1 (Pd(PPh3)4). Run at temperature 0 celsius, time 15 minute. Yields the product FC1=CC=C(C=C1)C1=C(C=2C(=NC(=C(C2)C(=C)C)NS(=O)(=O)C)O1)C(=O)NC (2-(4-fluorophenyl)-N-methyl-6-(methylsulfonamido)-5-(prop-1-en-2-yl)furo[2,3-b]pyridine-3-carboxamide). Isolated yield 73.0%. Reaction SMILES: [CH2:1]=[C:2]([Mg]Br)[CH3:3].B(OC(C)C)(OC(C)C)OC(C)C.C([O-])([O-])=O.[K+].[K+].[F:25][C:26]1[CH:31]=[CH:30][C:29]([C:32]2[O:46][C:35]3=[N:36][C:37]([NH:41][S:42]([CH3:45])(=[O:44])=[O:43])=[C:38](I)[CH:39]=[C:34]3[C:33]=2[C:47]([NH:49][CH3:50])=[O:48])=[CH:28][CH:27]=1>C1C=CC([P]([Pd]([P](C2C=CC=CC=2)(C2C=CC=CC=2)C2C=CC=CC=2)([P](C2C=CC=CC=2)(C2C=CC=CC=2)C2C=CC=CC=2)[P](C2C=CC=CC=2)(C2C=CC=CC=2)C2C=CC=CC=2)(C2C=CC=CC=2)C2C=CC=CC=2)=CC=1>[F:25][C:26]1[CH:31]=[CH:30][C:29]([C:32]2[O:46][C:35]3=[N:36][C:37]([NH:41][S:42]([CH3:45])(=[O:44])=[O:43])=[C:38]([C:2]([CH3:3])=[CH2:1])[CH:39]=[C:34]3[C:33]=2[C:47]([NH:49][CH3:50])=[O:48])=[CH:28][CH:27]=1 |f:2.3.4,^1:54,56,75,94|. Procedure details: To prop-1-en-2-ylmagnesium bromide (0.5 M THF solution, 6.1 ml, 5 eq.) in a heatgun-dried microwave tube at 0° C. was added triisopropyl borate (0.71 ml, 5 eq.). The mixture was stirred at 0° C. for 15 min and warmed to rt. K2CO3 (2 M aq. solution, 1.5 ml, 5 eq.) was added. The mixture was stirred at rt for 15 min. 2-(4-Fluorophenyl)-5-iodo-N-methyl-6-(methylsulfonamido)furo[2,3-b]pyridine-3-carboxamide (300 mg, 1 eq.) and Pd(PPh3)4 (106 mg, 0.15 eq.) were added. The mixture was degassed, stirre... Starting materials: C(C(=C)C)(=O)OCCO (2-hydroxyethyl methacrylate), C(C=C)(=O)O (acrylic acid), N(=NC(C)(C)C=1NCCN1)C(C)(C)C=1NCCN1 (VA-061), SCCO (2-mercaptoethanol). Run in CS(=O)C (dimethyl sulfoxide), O (water), C(C)O (ethanol). Reaction conditions: time 0.5 hour. The product is C(C(=C)C)(=O)OCCO.C(C=C)(=O)O (2-Hydroxyethyl Methacrylate Acrylic Acid). As a reaction SMILES: [C:1]([O:6][CH2:7][CH2:8][OH:9])(=[O:5])[C:2]([CH3:4])=[CH2:3].[C:10]([OH:14])(=[O:13])[CH:11]=[CH2:12].N(C(C1NCCN=1)(C)C)=NC(C1NCCN=1)(C)C.SCCO>O.C(O)C.CS(C)=O>[C:1]([O:6][CH2:7][CH2:8][OH:9])(=[O:5])[C:2]([CH3:4])=[CH2:3].[C:10]([OH:14])(=[O:13])[CH:11]=[CH2:12] |f:7.8|. Procedure details: In a 300 mL three-necked flask, 2-hydroxyethyl methacrylate (HEMA, 10.3 g, 0.09 mol), acrylic acid (AA, 2.2 g, 0.03 mol), dimethyl sulfoxide (49.7 g), polymerization initiator VA-061 (Wako Pure Chemical Industries, Ltd., 0.009 g, 0.038 mmol) and 2-mercaptoethanol (2-ME, 2.6 μL, 0.038 mmol) were charged, and then equipped with a three-way stop-cock, a reflux condenser tube, a thermometer and a mechanical stirrer. The concentration of the monomer was 20% by weight. After degassing inside the three... Starting materials: O=Cc1ccc(Br)c(CN2CCSCC2)c1, CC(=O)O[BH-](OC(C)=O)OC(C)=O, CC1CNCC(C)N1, ClCCl, [Na+]. Yields the product CC1CN(Cc2ccc(Br)c(CN3CCSCC3)c2)CC(C)N1. As a reaction SMILES: [Br:1][c:2]1[c:3]([CH2:10][N:11]2[CH2:12][CH2:13][S:14][CH2:15][CH2:16]2)[cH:4][c:5]([CH:6]=[O:7])[cH:8][cH:9]1.[C:25]([O:26][BH-:27]([O:28][C:29](=[O:30])[CH3:31])[O:32][C:33](=[O:34])[CH3:35])(=[O:36])[CH3:37].[CH3:17][CH:18]1[NH:19][CH:20]([CH3:24])[CH2:21][NH:22][CH2:23]1.[Cl:39][CH2:40][Cl:41].[Na+:38]>>[Br:1][c:2]1[c:3]([CH2:10][N:11]2[CH2:12][CH2:13][S:14][CH2:15][CH2:16]2)[cH:4][c:5]([CH2:6][N:22]2[CH2:21][CH:20]([CH3:24])[NH:19][CH:18]([CH3:17])[CH2:23]2)[cH:8][cH:9]1. The reactants are O=C1CCC(=O)N1Br, CCN(CC1CCCC1)c1nc2ccccc2nc1C, ClC(Cl)(Cl)Cl. Yields the product CCN(CC1CCCC1)c1nc2ccccc2nc1CBr. Reaction SMILES: [Br:21][N:22]1[C:23](=[O:24])[CH2:25][CH2:26][C:27]1=[O:28].[CH3:1][c:2]1[c:3]([N:12]([CH2:13][CH:14]2[CH2:15][CH2:16][CH2:17][CH2:18]2)[CH2:19][CH3:20])[n:4][c:5]2[cH:6][cH:7][cH:8][cH:9][c:10]2[n:11]1.[Cl:29][C:30]([Cl:31])([Cl:32])[Cl:33]>>[CH2:1]([c:2]1[c:3]([N:12]([CH2:13][CH:14]2[CH2:15][CH2:16][CH2:17][CH2:18]2)[CH2:19][CH3:20])[n:4][c:5]2[cH:6][cH:7][cH:8][cH:9][c:10]2[n:11]1)[Br:21]. The reactants are CC=1NC=CC(C1C(=O)OCC)C1=CC=CC=C1 (ethyl 1,4-dihydro-2-methyl-4-phenyl-3-pyridinecarboxylate), [S] (sulfur), S (hydrogen sulfide). The solvent is C1(=CC=CC=C1)C (toluene), C(Cl)Cl (methylene chloride). Yields the product CC1=NC=CC(=C1C(=O)OCC)C1=CC=CC=C1 (ethyl 2-methyl-4-phenyl-3-pyridinecarboxylate). Isolated yield 79.9%. As a reaction SMILES: [CH3:1][C:2]1[NH:3][CH:4]=[CH:5][CH:6]([C:13]2[CH:18]=[CH:17][CH:16]=[CH:15][CH:14]=2)[C:7]=1[C:8]([O:10][CH2:11][CH3:12])=[O:9].[S].S>C(Cl)Cl.C1(C)C=CC=CC=1>[CH3:1][C:2]1[C:7]([C:8]([O:10][CH2:11][CH3:12])=[O:9])=[C:6]([C:13]2[CH:18]=[CH:17][CH:16]=[CH:15][CH:14]=2)[CH:5]=[CH:4][N:3]=1 |^3:18|. Reported procedure: To a solution of 0.32 mol ethyl 1,4-dihydro-2-methyl-4-phenyl-3-pyridinecarboxylate in 50 ml of methylene chloride was added 16 g (0.5 mol) of sulfur. The temperature of the well-stirred dark solution was raised over a period of about 30 minutes to 170°-180° C. When the development of hydrogen sulfide had subsided, the reaction mixture was cooled to room temperature, taken up in toluene, and filtered through Celite filter aid. The filtrate was concentrated under vacuum and the residue chromatogr...